From a dataset of the Open Reaction Database (ORD), a public repository of structured organic reaction records. describe an organic reaction: reactants, conditions, products, and yield Starting materials: C(CCCC)C1=CC=C(C=C1)C1=CC=C(C=C1)C(C=C)=O (1-(4'-pentylbiphenyl-4-yl)-prop-2-en-1-one), N1(CCCCC1)C=CCCC (1-piperidinopentene). The product is C(CCCC)C1=CC=C(C=C1)C1=CC=C(C=C1)C1=NC=C(C=C1)CCC (2-(4'-pentylbiphenyl-4-yl)-5-propylpyridine). As a reaction SMILES: [CH2:1]([C:6]1[CH:11]=[CH:10][C:9]([C:12]2[CH:17]=[CH:16][C:15]([C:18](=O)[CH:19]=[CH2:20])=[CH:14][CH:13]=2)=[CH:8][CH:7]=1)[CH2:2][CH2:3][CH2:4][CH3:5].[N:22]1(C=CCCC)[CH2:27][CH2:26][CH2:25][CH2:24][CH2:23]1>>[CH2:1]([C:6]1[CH:11]=[CH:10][C:9]([C:12]2[CH:17]=[CH:16][C:15]([C:18]3[CH:19]=[CH:20][C:24]([CH2:25][CH2:26][CH3:27])=[CH:23][N:22]=3)=[CH:14][CH:13]=2)=[CH:8][CH:7]=1)[CH2:2][CH2:3][CH2:4][CH3:5]. Procedure details: Example 11 is repeated by reacting 1-(4'-pentylbiphenyl-4-yl)-prop-2-en-1-one and 1-piperidinopentene to give the corresponding 2-(4'-pentylbiphenyl-4-yl)-5-propylpyridine having C 171° N 198° I. The reactants are ClCCl, O=[Cr](=O)([O-])Cl, COc1c(CO)ccc2ccccc12, c1cc[nH+]cc1. Yields the product COc1c(C=O)ccc2ccccc12. RXN SMILES: [Cl:26][CH2:27][Cl:28].[O:15]=[Cr:16]([Cl:17])([O-:18])=[O:19].[OH:1][CH2:2][c:3]1[c:4]([O:13][CH3:14])[c:5]2[cH:6][cH:7][cH:8][cH:9][c:10]2[cH:11][cH:12]1.[nH+:20]1[cH:21][cH:22][cH:23][cH:24][cH:25]1>>[O:1]=[CH:2][c:3]1[c:4]([O:13][CH3:14])[c:5]2[cH:6][cH:7][cH:8][cH:9][c:10]2[cH:11][cH:12]1. Reactants: FC1=NC=CC=C1C1=C(C=C(C=C1)[N+](=O)[O-])OC (2-Fluoro-3-(2-methoxy-4-nitrophenyl)pyridine), C([O-])([O-])=O.[Na+].[Na+] (sodium carbonate). Solvent: O1CCOCC1 (dioxane), Cl (hydrochloric acid). The product is COC1=C(C=CC(=C1)[N+](=O)[O-])C=1C(NC=CC1)=O (3-(2-Methoxy-4-nitrophenyl)pyridin-2(1H)-one). As a reaction SMILES: F[C:2]1[C:7]([C:8]2[CH:13]=[CH:12][C:11]([N+:14]([O-:16])=[O:15])=[CH:10][C:9]=2[O:17][CH3:18])=[CH:6][CH:5]=[CH:4][N:3]=1.C(=O)([O-])[O-:20].[Na+].[Na+]>O1CCOCC1.Cl>[CH3:18][O:17][C:9]1[CH:10]=[C:11]([N+:14]([O-:16])=[O:15])[CH:12]=[CH:13][C:8]=1[C:7]1[C:2](=[O:20])[NH:3][CH:4]=[CH:5][CH:6]=1 |f:1.2.3|. Reported procedure: 1.50 g (6.04 mmol) of the product from example 54A are heated overnight in a mixture of 75 ml of dioxane and 75 ml of 4-molar hydrochloric acid. The mixture is then alkalized with sodium carbonate solution. The precipitate is filtered off with suction, washed with water and dried. This affords 1.43 g (96% of theory) of the desired compound. Starting materials: O=C([O-])[O-], C=CCBr, Cc1nc(N2CCc3ccccc3CC2)c(C#N)c(=O)[nH]1, CN(C)C=O, [K+], [K+]. Product: C=CCn1c(C)nc(N2CCc3ccccc3CC2)c(C#N)c1=O. As a reaction SMILES: [C:26](=[O:27])([O-:28])[O-:29].[CH2:22]([CH:23]=[CH2:24])[Br:25].[CH3:1][c:2]1[nH:3][c:4](=[O:21])[c:5]([C:19]#[N:20])[c:6]([N:8]2[CH2:9][CH2:10][c:11]3[c:12]([cH:15][cH:16][cH:17][cH:18]3)[CH2:13][CH2:14]2)[n:7]1.[CH3:32][N:33]([CH3:34])[CH:35]=[O:36].[K+:30].[K+:31]>>[CH3:1][c:2]1[n:3]([CH2:24][CH:23]=[CH2:22])[c:4](=[O:21])[c:5]([C:19]#[N:20])[c:6]([N:8]2[CH2:9][CH2:10][c:11]3[c:12]([cH:15][cH:16][cH:17][cH:18]3)[CH2:13][CH2:14]2)[n:7]1. Starting materials: COc1ccc(-c2ccc3cnc(OS(=O)(=O)C(F)(F)F)nn23)cn1, COc1cc(N)ccc1C1CCN(C)CC1. Product: COc1ccc(-c2ccc3cnc(Nc4ccc(C5CCN(C)CC5)c(OC)c4)nn23)cn1. RXN SMILES: [CH3:1][O:2][c:3]1[cH:4][cH:5][c:6](-[c:9]2[cH:10][cH:11][c:12]3[cH:13][n:14][c:15]([O:18][S:19]([C:20]([F:21])([F:22])[F:23])(=[O:24])=[O:25])[n:16][n:17]23)[cH:7][n:8]1.[CH3:26][O:27][c:28]1[cH:29][c:30]([NH2:41])[cH:31][cH:32][c:33]1[CH:34]1[CH2:35][CH2:36][N:37]([CH3:40])[CH2:38][CH2:39]1>>[CH3:1][O:2][c:3]1[cH:4][cH:5][c:6](-[c:9]2[cH:10][cH:11][c:12]3[cH:13][n:14][c:15]([NH:41][c:30]4[cH:29][c:28]([O:27][CH3:26])[c:33]([CH:34]5[CH2:35][CH2:36][N:37]([CH3:40])[CH2:38][CH2:39]5)[cH:32][cH:31]4)[n:16][n:17]23)[cH:7][n:8]1. Reactants: C1(CC1)COC1=C(C=C(C(=C1)C)[N+](=O)[O-])C (1-cyclopropylmethoxy-2,5-dimethyl-4-nitrobenzene), C(C)(=O)O (acetic acid). The reagents and catalysts are [Fe] (iron). Solvent: O (water). Conditions: temperature 80 celsius, time 1 hour. Product: C1(CC1)COC1=CC(=C(C=C1C)N)C (4-cyclopropylmethoxy-2,5-dimethylphenylamine). Yield: 56.2%. As a reaction SMILES: [CH:1]1([CH2:4][O:5][C:6]2[CH:11]=[C:10]([CH3:12])[C:9]([N+:13]([O-])=O)=[CH:8][C:7]=2[CH3:16])[CH2:3][CH2:2]1.C(O)(=O)C>[Fe].O>[CH:1]1([CH2:4][O:5][C:6]2[C:7]([CH3:16])=[CH:8][C:9]([NH2:13])=[C:10]([CH3:12])[CH:11]=2)[CH2:2][CH2:3]1. Procedure: A mixture of 1.73 g of 1-cyclopropylmethoxy-2,5-dimethyl-4-nitrobenzene, 2.18 g of iron powder, 30 mL of acetic acid and 30 mL of water was stirred at 80° C. for 1 hour. The reaction mixture was cooled to around room temperature, and then concentrated under reduced pressure. The resulting residue was converted into basic with an aqueous 1 N sodium hydroxide solution, then ethyl acetate was added, and the mixture was filtered. The filtrate was extracted with ethyl acetate, and then the organic la...